Dataset: the Open Reaction Database (ORD), a public repository of structured organic reaction records. Task: describe an organic reaction: reactants, conditions, products, and yield The reactants are O (Water), C1(CC1)C(=O)O (Cyclopropanecarboxylic acid), CCN=C=NCCCN(C)C.Cl (EDC.HCl), Cl.CNNC(=O)OCC1=CC=CC=C1 (benzyl 2-methylhydrazinecarboxylate hydrochloride). Reagents/catalysts: CN(C)C=1C=CN=CC1 (DMAP). The solvent is ClCCCl (DCE). Run at temperature 25 celsius, time 12 hour. Product: C1(CC1)C(=O)N(NC(=O)OCC1=CC=CC=C1)C (Benzyl 2-(cyclopropanecarbonyl)-2-methylhydrazinecarboxylate). Yield: 92.5%. RXN SMILES: [CH:1]1([C:4]([OH:6])=O)[CH2:3][CH2:2]1.CCN=C=NCCCN(C)C.Cl.Cl.[CH3:20][NH:21][NH:22][C:23]([O:25][CH2:26][C:27]1[CH:32]=[CH:31][CH:30]=[CH:29][CH:28]=1)=[O:24].O>CN(C1C=CN=CC=1)C.ClCCCl>[CH:1]1([C:4]([N:21]([CH3:20])[NH:22][C:23]([O:25][CH2:26][C:27]2[CH:32]=[CH:31][CH:30]=[CH:29][CH:28]=2)=[O:24])=[O:6])[CH2:3][CH2:2]1 |f:1.2,3.4|. Reported procedure: Cyclopropanecarboxylic acid (600 mg, 6.97 mmol), DMAP (170 mg, 1.39 mmol) and EDC.HCl (1.19 g, 7.67 mmol) were added in that order to a stirred solution of benzyl 2-methylhydrazinecarboxylate hydrochloride (JOC, 2013, 78, 3541-3552.) (1.80 g, 8.37 mmol) in DCE (10 mL) and the reaction mixture was stirred at 25° C. for 12 h. Water was added to the reaction mixture and the mixture extracted with EtOAc. The organic layer was washed with brine, dried (Na2SO4), filtered, concentrated and the residue ... Reactants: [OH-].[K+] (KOH), COCCCOC(C1=CC(=C(C=C1)C(F)F)OCCCOC)=O (4-difluoromethyl-3-(3-methoxy-propoxy)-benzoic acid 3-methoxy-propyl ester). Solvent: CO (MeOH). Conditions: time 60 hour. The product is FC(C1=C(C=C(C(=O)O)C=C1)OCCCOC)F (4-Difluoromethyl-3-(3-methoxy-propoxy)-benzoic acid). RXN SMILES: [OH-].[K+].COCCC[O:8][C:9](=[O:25])[C:10]1[CH:15]=[CH:14][C:13]([CH:16]([F:18])[F:17])=[C:12]([O:19][CH2:20][CH2:21][CH2:22][O:23][CH3:24])[CH:11]=1>CO>[F:17][CH:16]([F:18])[C:13]1[CH:14]=[CH:15][C:10]([C:9]([OH:25])=[O:8])=[CH:11][C:12]=1[O:19][CH2:20][CH2:21][CH2:22][O:23][CH3:24] |f:0.1|. Reported procedure: 1N aqueous KOH (6.7 mL, 6.7 mmol) is slowly added to a solution of 4-difluoromethyl-3-(3-methoxy-propoxy)-benzoic acid 3-methoxy-propyl ester (1.48 g, 4.45 mmol) in MeOH (5 mL) and the reaction mixture is stirred at RT for 60 h. For workup the mixture is concentrated under reduced pressure, the residue is taken up in 2N HCl (until a pH=1 is obtained) and extracted with ethyl acetate. The combined organic extracts are washed with brine, dried (Na2SO4), filtered and the solvent is evaporated to gi...